From a dataset of the Open Reaction Database (ORD), a public repository of structured organic reaction records. describe an organic reaction: reactants, conditions, products, and yield The reactants are Cl.N[C@@H]1[C@@H](CCCCC1)C(=O)O (cis-2-Amino-cycloheptanecarboxylic acid hydrochloride), solution, C[Si](C)(C)C=[N+]=[N-] ((trimethylsilyl)diazomethane), C1=CC=CC=C1 (Benzene). Run in CO (methanol), CO (methanol), ClCCl (dichloromethane). Run at temperature 25 celsius, time 20 minute. Yields the product Cl.COC(=O)[C@H]1[C@H](CCCCC1)N (cis-2-amino-cycloheptanecarboxylic acid methyl ester hydrochloride). Isolated yield 99.0%. RXN SMILES: [ClH:1].[NH2:2][C@H:3]1[CH2:9][CH2:8][CH2:7][CH2:6][CH2:5][C@H:4]1[C:10]([OH:12])=[O:11].[CH:13]1C=CC=CC=1.C[Si](C=[N+]=[N-])(C)C>CO.ClCCl>[ClH:1].[CH3:13][O:11][C:10]([C@@H:4]1[CH2:5][CH2:6][CH2:7][CH2:8][CH2:9][C@@H:3]1[NH2:2])=[O:12] |f:0.1,6.7|. Procedure details: cis-2-Amino-cycloheptanecarboxylic acid hydrochloride (0.75 g, 3.89 mmol) was dissolved in methanol (5 mL). Benzene (7.5 mL) was added followed by the dropwise addition of a 2.0 M solution of (trimethylsilyl)diazomethane in dichloromethane (3.5 mL). The yellow solution continued to stir at 25° C. for 20 min. The solution was concentrated in vacuo to afford a yellow powder. The powder was suspended in methanol (20 mL) and concentrated in vacuo to afford the desired product, cis-2-amino-cyclohepta... The reactants are [Al+3], CC(C)(O)CCOc1cccc(Br)c1, [Cl-], [Cl-], [Cl-], Cl, C[N+](=O)[O-]. Yields the product CC1(C)CCOc2cc(Br)ccc21. RXN SMILES: [Al+3:16].[Br:1][c:2]1[cH:3][c:4]([O:5][CH2:6][CH2:7][C:8]([CH3:9])([OH:10])[CH3:11])[cH:12][cH:13][cH:14]1.[Cl-:15].[Cl-:17].[Cl-:18].[ClH:19].[N+:20]([CH3:21])([O-:22])=[O:23]>>[Br:1][c:2]1[cH:3][c:4]2[c:12]([cH:13][cH:14]1)[C:8]([CH3:9])([CH3:11])[CH2:7][CH2:6][O:5]2. Solvent: C(C)O (ethanol). Yields the product FC1=CC=C(C=C1)C=1C(CC(NN1)=O)C1=CC=NC=C1 (6-(4-Fluorophenyl)-4,5-dihydro-5-(4-pyridyl)-2H-pyridazin-3-one). Reported procedure: A solution of ethyl 3-(4-fluorobenzoyl)-3-(4-pyridyl)-propionate (1.0 g, 3.32 mmol) and hydrazine monohydrate (1 ml, 20.6 mmol) in ethanol (1 ml) was refluxed for 2.5 h. The solvent and hydrazine monohydrate were evaporated. The remainder was taken up in n-butanol and the mixture was heated at reflux for 45 min. Evaporation was followed by column chromatography on silica gel (3-7.5% methanol/dichloromethane) to provide the title compound. MS (m/z): 270.2 (M+H)+; C15H12FN3O requir. 269.3. Reaction SMILES: [F:1][C:2]1[CH:22]=[CH:21][C:5]([C:6]([CH:8]([C:15]2[CH:20]=[CH:19][N:18]=[CH:17][CH:16]=2)[CH2:9][C:10](OCC)=[O:11])=O)=[CH:4][CH:3]=1.O.[NH2:24][NH2:25]>C(O)C>[F:1][C:2]1[CH:22]=[CH:21][C:5]([C:6]2[CH:8]([C:15]3[CH:20]=[CH:19][N:18]=[CH:17][CH:16]=3)[CH2:9][C:10](=[O:11])[NH:24][N:25]=2)=[CH:4][CH:3]=1 |f:1.2|. Starting materials: FC1=CC=C(C(=O)C(CC(=O)OCC)C2=CC=NC=C2)C=C1 (ethyl 3-(4-fluorobenzoyl)-3-(4-pyridyl)-propionate), O.NN (hydrazine monohydrate). Reactants: CN(C(COC=1C=C2C=CNC2=CC1)=O)CCC1=CC=CC=C1 (N-methyl-N-phenethyl-2-(5-indolyloxy)acetamide), C(C1=CC=CC=C1)OC=1C=C2C(=CNC2=CC1)C=O (5-benzyloxyindole-3-carboxaldehyde), CC1=CC=C(COC=2C=C3C(=CNC3=CC2)C=O)C=C1 (5-(4-methylbenzyloxy)indole-3-carboxaldehyde), 5-benzyl-oxyindole, CC1=CC=C(COC=2C=C3C=CNC3=CC2)C=C1 (5-(4-methylbenzyloxy)indole). Procedure: When N-methyl-N-phenethyl-2-(5-indolyloxy)acetamide is replaced in the procedure of Example 6 with 5-benzyl-oxyindole and 5-(4-methylbenzyloxy)indole then the products obtained are 5-benzyloxyindole-3-carboxaldehyde and 5-(4-methylbenzyloxy)indole-3-carboxaldehyde. NMR confirms these structures. RXN SMILES: [CH3:1]N(CCC1C=CC=CC=1)C(=O)COC1C=C2C(=CC=1)NC=C2.C[C:25]1[CH:41]=[CH:40][C:28]([CH2:29][O:30]C2C=C3C(=CC=2)NC=C3)=[CH:27][CH:26]=1.C(O[C:50]1[CH:51]=[C:52]2[C:56](=[CH:57][CH:58]=1)[NH:55][CH:54]=[C:53]2[CH:59]=[O:60])C1C=CC=CC=1.CC1C=CC(COC2C=C3C(=CC=2)NC=C3C=O)=CC=1>>[CH3:1][C:51]1[CH:50]=[CH:58][CH:57]=[C:56]2[C:52]=1[C:53]([CH:59]=[O:60])=[C:54]([O:30][CH2:29][C:28]1[CH:40]=[CH:41][CH:25]=[CH:26][CH:27]=1)[NH:55]2. The product is CC1=C2C(=C(NC2=CC=C1)OCC1=CC=CC=C1)C=O (4-methylbenzyloxylindole-3-carboxaldehyde). Reactants: COc1ncc2[nH]ccc2c1Br, C1CCOC1, C[Si](C)(C)CCOCCl, [H-], [Na+]. Product: COc1ncc2c(ccn2COCC[Si](C)(C)C)c1Br. RXN SMILES: [Br:3][c:4]1[c:5]2[c:6]([cH:7][n:8][c:9]1[O:10][CH3:11])[nH:12][cH:13][cH:14]2.[CH2:24]1[O:25][CH2:26][CH2:27][CH2:28]1.[Cl:15][CH2:16][O:17][CH2:18][CH2:19][Si:20]([CH3:21])([CH3:22])[CH3:23].[H-:2].[Na+:1]>>[Br:3][c:4]1[c:5]2[c:6]([cH:7][n:8][c:9]1[O:10][CH3:11])[n:12]([CH2:16][O:17][CH2:18][CH2:19][Si:20]([CH3:21])([CH3:22])[CH3:23])[cH:13][cH:14]2. Starting materials: CCOC(=O)Cc1cccc(Oc2ccccc2CO)c1, C1COCCO1, BrP(Br)Br. Yields the product CCOC(=O)Cc1cccc(Oc2ccccc2CBr)c1. As a reaction SMILES: [CH2:1]([CH3:2])[O:3][C:4]([CH2:5][c:6]1[cH:7][c:8]([O:12][c:13]2[c:14]([CH2:19][OH:20])[cH:15][cH:16][cH:17][cH:18]2)[cH:9][cH:10][cH:11]1)=[O:21].[CH2:26]1[O:27][CH2:28][CH2:29][O:30][CH2:31]1.[P:22]([Br:23])([Br:24])[Br:25]>>[CH2:1]([CH3:2])[O:3][C:4]([CH2:5][c:6]1[cH:7][c:8]([O:12][c:13]2[c:14]([CH2:19][Br:23])[cH:15][cH:16][cH:17][cH:18]2)[cH:9][cH:10][cH:11]1)=[O:21]. Reactants: ClC=1C2=C(C=C3CCCNC13)CCN(CC2)C(=O)OC(C)(C)C (t-butyl 11-chloro-1,2,3,4,6,7,9,10-octahydro-8H-azepino[4,5-g]quinoline-8-carboxylate), C(C(C)C)(=O)Cl (isobutyric chloride). The solvent is C1(=CC=CC=C1)C (toluene). Conditions: temperature 60 celsius. Product: ClC=1C2=C(C=C3CCCN(C13)C(C(C)C)=O)CCN(CC2)C(=O)OC(C)(C)C (t-butyl 11-chloro-1-isobutyryl-1,2,3,4,6,7,9,10-octahydro-8H-azepino[4,5-g]quinoline-8-carboxylate). Reaction SMILES: [Cl:1][C:2]1[C:3]2[CH2:16][CH2:15][N:14]([C:17]([O:19][C:20]([CH3:23])([CH3:22])[CH3:21])=[O:18])[CH2:13][CH2:12][C:4]=2[CH:5]=[C:6]2[C:11]=1[NH:10][CH2:9][CH2:8][CH2:7]2.[C:24](Cl)(=[O:28])[CH:25]([CH3:27])[CH3:26]>C1(C)C=CC=CC=1>[Cl:1][C:2]1[C:3]2[CH2:16][CH2:15][N:14]([C:17]([O:19][C:20]([CH3:23])([CH3:22])[CH3:21])=[O:18])[CH2:13][CH2:12][C:4]=2[CH:5]=[C:6]2[C:11]=1[N:10]([C:24](=[O:28])[CH:25]([CH3:27])[CH3:26])[CH2:9][CH2:8][CH2:7]2. Reported procedure: To a solution of 193 mg of t-butyl 11-chloro-1,2,3,4,6,7,9,10-octahydro-8H-azepino[4,5-g]quinoline-8-carboxylate in 2 ml of toluene was added 0.121 ml of isobutyric chloride, followed by stirring at 60° C. The reaction mixture was purified by silica gel chromatography (elution solvent: HEX-EtOAc) to obtain 80 mg of t-butyl 11-chloro-1-isobutyryl-1,2,3,4,6,7,9,10-octahydro-8H-azepino[4,5-g]quinoline-8-carboxylate as a colorless solid.